This data is from the Open Reaction Database (ORD), a public repository of structured organic reaction records. The task is: describe an organic reaction: reactants, conditions, products, and yield Starting materials: [N+](=O)(O)[O-] (nitric acid), ClC1=CC(=C(C=C1)N1C(C=2C(C1=O)=CC=CC2)=O)F (N-(4-chloro-2-fluorophenyl)phthalimide), ice water. The solvent is S(O)(O)(=O)=O (sulfuric acid), S(O)(O)(=O)=O (sulfuric acid). Reaction conditions: time 1 hour. Yields the product ClC1=CC(=C(C=C1[N+](=O)[O-])N1C(C=2C(C1=O)=CC=CC2)=O)F (N-(4-Chloro-2-fluoro-5-nitrophenyl)phthalimide). The yield is 99.1%. Reaction SMILES: [Cl:1][C:2]1[CH:7]=[CH:6][C:5]([N:8]2[C:12](=[O:13])[C:11]3=[CH:14][CH:15]=[CH:16][CH:17]=[C:10]3[C:9]2=[O:18])=[C:4]([F:19])[CH:3]=1.[N+:20]([O-])([OH:22])=[O:21]>S(=O)(=O)(O)O>[Cl:1][C:2]1[C:7]([N+:20]([O-:22])=[O:21])=[CH:6][C:5]([N:8]2[C:9](=[O:18])[C:10]3=[CH:17][CH:16]=[CH:15][CH:14]=[C:11]3[C:12]2=[O:13])=[C:4]([F:19])[CH:3]=1. Procedure details: A mixture of 49.6 g of N-(4-chloro-2-fluorophenyl)phthalimide and 180 ml of concentrated sulfuric acid was cooled in an ice bath, and a mixed acid consisting of 22.7 g of 60% nitric acid and 18 ml of concentrated sulfuric acid was slowly added dropwise under stirring (reaction temperature<10° C.). After the dropwise addition, the stirring was continued under cooling in an ice bath for 1 hour and then at room temperature for 1 hour. The reaction mixture was poured into ice-water, and the precipit... The reactants are C(C=C)C1OC(C(C(C1O)O)O)CO (2-Allyl-6-hydroxymethyl-tetrahydropyran-3,4,5-triol), ice, C(C1=CC=CC=C1)(C1=CC=CC=C1)(C1=CC=CC=C1)Cl (trityl chloride), C(C)(=O)OC(C)=O (Acetic anhydride). Solvent: N1=CC=CC=C1 (pyridine). Reaction conditions: temperature 40 celsius, time 24 hour. The product is C(C)(=O)OC1C(C(OC(C1OC(C)=O)CC=C)COC(C1=CC=CC=C1)(C1=CC=CC=C1)C1=CC=CC=C1)OC(C)=O (acetic acid 4,5-diacetoxy-6-allyl-2-trityloxymethyl-tetrahydropyran-3-yl ester). Isolated yield 140.6%. RXN SMILES: [CH2:1]([CH:4]1[CH:9]([OH:10])[CH:8]([OH:11])[CH:7]([OH:12])[CH:6]([CH2:13][OH:14])[O:5]1)[CH:2]=[CH2:3].[C:15](Cl)([C:28]1[CH:33]=[CH:32][CH:31]=[CH:30][CH:29]=1)([C:22]1[CH:27]=[CH:26][CH:25]=[CH:24][CH:23]=1)[C:16]1[CH:21]=[CH:20][CH:19]=[CH:18][CH:17]=1.C(O[C:39](=[O:41])[CH3:40])(=O)C>N1C=CC=CC=1>[C:4]([O:11][CH:8]1[CH:9]([O:10][C:9](=[O:10])[CH3:8])[CH:4]([CH2:1][CH:2]=[CH2:3])[O:5][CH:6]([CH2:13][O:14][C:15]([C:28]2[CH:33]=[CH:32][CH:31]=[CH:30][CH:29]=2)([C:22]2[CH:27]=[CH:26][CH:25]=[CH:24][CH:23]=2)[C:16]2[CH:21]=[CH:20][CH:19]=[CH:18][CH:17]=2)[CH:7]1[O:12][C:39](=[O:41])[CH3:40])(=[O:5])[CH3:1]. Reported procedure: 2-Allyl-6-hydroxymethyl-tetrahydropyran-3,4,5-triol (962 mg, 4.72 mmol) prepared by the method of Giannis and Sandhoff (Tetrahedron Letters, 1985, 26, 1479-1482; incorporated herein by reference) was dissolved in pyridine (10 ml). To this solution was added trityl chloride (2.6 g, 9.4 mmol) and the mixture stirred for 24 hours at 40° C. Acetic anhydride (2.0 ml, 21 mmol) was added and the mixture stirred for a further 18 hours whereupon it was poured into ice cold water (50 ml) and this was extr... Starting materials: C(C)(C)NC(C)C (diisopropylamine), C(CCC)[Li] (n-butyl lithium), solution, C(C)(C)[N-]C(C)C.[Li+] (lithium diisopropylamide), C=1(C(=CC=CC1)C(=O)O)C (o-toluic acid), C(CCCCCCCCCC)Br (undecylbromide). Run in O1CCCC1 (tetrahydrofuran), O1CCCC1 (tetrahydrofuran), O1CCCC1 (tetrahydrofuran). Conditions: time 5 minute. Product: C(CCCCCCCCCCC)C1=C(C(=O)O)C=CC=C1 (2-Dodecylbenzoic acid). As a reaction SMILES: C([N-]C(C)C)(C)C.[Li+].C(NC(C)C)(C)C.C([Li])CCC.[C:21]1([CH3:30])[C:22]([C:27]([OH:29])=[O:28])=[CH:23][CH:24]=[CH:25][CH:26]=1.[CH2:31](Br)[CH2:32][CH2:33][CH2:34][CH2:35][CH2:36][CH2:37][CH2:38][CH2:39][CH2:40][CH3:41]>O1CCCC1>[CH2:30]([C:21]1[CH:26]=[CH:25][CH:24]=[CH:23][C:22]=1[C:27]([OH:29])=[O:28])[CH2:41][CH2:40][CH2:39][CH2:38][CH2:37][CH2:36][CH2:35][CH2:34][CH2:33][CH2:32][CH3:31] |f:0.1|. Procedure: A solution containing lithium diisopropylamide (0.1 mole) was prepared by treating a solution of diisopropylamine (14.1 ml, 0.1 mole) in tetrahydrofuran (200 ml) at 0° C. with n-butyl lithium (41.2 ml of a 2.43M solution, 0.1 mole), and stirring for 5 minutes. To this was added a solution of o-toluic acid (6.8 g, 0.05 mole) in tetrahydrofuran (50 ml). The ice bath was removed and the intense red solution was stirred for 30 minutes. This solution was slowly pipetted into a solution of undecylbrom... Starting materials: N1C2=C(NCCC1=O)C=CC=C2 (4,5-dihydro-1H-benzo[b][1,4]diazepin-2(3H)-one), P12(=S)SP3(=S)SP(=S)(S1)SP(=S)(S2)S3 (P2S5), O (water), C(C)(=O)OCC (ethyl acetate). Run in N1=CC=CC=C1 (pyridine). Conditions: time 30 minute. Yields the product N1C2=C(NCCC1=S)C=CC=C2 (4,5-dihydro-1H-benzo[b][1,4]diazepine-2(3H)-thione). Isolated yield 60.1%. As a reaction SMILES: [NH:1]1[C:7](=O)[CH2:6][CH2:5][NH:4][C:3]2[CH:9]=[CH:10][CH:11]=[CH:12][C:2]1=2.P12(SP3(SP(SP(S3)(S1)=S)(=S)S2)=S)=[S:14].O.C(OCC)(=O)C>N1C=CC=CC=1>[NH:1]1[C:7](=[S:14])[CH2:6][CH2:5][NH:4][C:3]2[CH:9]=[CH:10][CH:11]=[CH:12][C:2]1=2. Reported procedure: A solution of 4,5-dihydro-1H-benzo[b][1,4]diazepin-2(3H)-one (3.2 g, 19.6 mmol) and P2S5 (5.2 g, 23.5 mmol) in pyridine (100 mL) was heated at 120° C. and stirred for 30 min. After being cooled to room temperature, water (100 mL) and ethyl acetate (200 mL) were added, the separated organic layer was dried over Na2SO4, concentrated in vacuum, and the residue was purified by CombiFlash (DCM:MeOH=20:1) to give 4,5-dihydro-1H-benzo[b][1,4]diazepine-2(3H)-thione as a yellow solid (2.1 g, 59%). LRMS (...